Dataset: the Open Reaction Database (ORD), a public repository of structured organic reaction records. Task: describe an organic reaction: reactants, conditions, products, and yield The reactants are CC#N, CCOC1OC(=O)CC1NC(=O)C1CN(S(C)(=O)=O)CC2CCCCC(NC(=O)c3ccccc3)C(=O)N21, O, O=C(O)C(F)(F)F. Product: CS(=O)(=O)N1CC2CCCCC(NC(=O)c3ccccc3)C(=O)N2C(C(=O)NC2CC(=O)OC2O)C1. Reaction SMILES: [C:47](#[N:48])[CH3:49].[CH2:1]([CH3:2])[O:3][CH:4]1[O:5][C:6](=[O:38])[CH2:7][CH:8]1[NH:9][C:10](=[O:11])[CH:12]1[CH2:13][N:14]([S:34](=[O:35])(=[O:36])[CH3:37])[CH2:15][CH:16]2[CH2:17][CH2:18][CH2:19][CH2:20][CH:21]([NH:25][C:26]([c:27]3[cH:28][cH:29][cH:30][cH:31][cH:32]3)=[O:33])[C:22](=[O:24])[N:23]12.[OH2:46].[OH:39][C:40]([C:41]([F:42])([F:43])[F:44])=[O:45]>>[OH:3][CH:4]1[O:5][C:6](=[O:38])[CH2:7][CH:8]1[NH:9][C:10](=[O:11])[CH:12]1[CH2:13][N:14]([S:34](=[O:35])(=[O:36])[CH3:37])[CH2:15][CH:16]2[CH2:17][CH2:18][CH2:19][CH2:20][CH:21]([NH:25][C:26]([c:27]3[cH:28][cH:29][cH:30][cH:31][cH:32]3)=[O:33])[C:22](=[O:24])[N:23]12. Reactants: ClC=1C=C(C=CC1NC(=O)C1=NN(C2=CC=CC=C12)C)CC(=O)OC (methyl (3-chloro-4-((1-methyl-3-indazolylcarbonyl)amino)phenyl)acetate), C1CCOC1 (THF), [OH-].[Na+] (NaOH). Solvent: Cl (HCl). Reaction conditions: time 16 hour. Yields the product ClC=1C=C(C=CC1NC(=O)C1=NN(C2=CC=CC=C12)C)CC(=O)O ((3-chloro-4-((1-methyl-3-indazolylcarbonyl)amino)phenyl)acetic acid). Yield: 95.4%. RXN SMILES: [Cl:1][C:2]1[CH:3]=[C:4]([CH2:21][C:22]([O:24]C)=[O:23])[CH:5]=[CH:6][C:7]=1[NH:8][C:9]([C:11]1[C:19]2[C:14](=[CH:15][CH:16]=[CH:17][CH:18]=2)[N:13]([CH3:20])[N:12]=1)=[O:10].C1COCC1.[OH-].[Na+]>Cl>[Cl:1][C:2]1[CH:3]=[C:4]([CH2:21][C:22]([OH:24])=[O:23])[CH:5]=[CH:6][C:7]=1[NH:8][C:9]([C:11]1[C:19]2[C:14](=[CH:15][CH:16]=[CH:17][CH:18]=2)[N:13]([CH3:20])[N:12]=1)=[O:10] |f:2.3|. Procedure details: To methyl (3-chloro-4-((1-methyl-3-indazolylcarbonyl)amino)phenyl)acetate (1.08 g, 3.02 mmol) were added THF (30 ml) and 0.25N NaOH (18.1 ml, 4.53 mmol) and the resulting mixture was stirred at room temperature for 16 hours. The reaction mixture was poured in 1N HCl (5.0 ml). The crystals thus precipitated were collected by filtration under reduced pressure, washed with water, and dried under reduced pressure to give (3-chloro-4-((1-methyl-3-indazolylcarbonyl)amino)phenyl)acetic acid (0.99 g, 95... Reactants: Cc1noc(C)c1Br, CCOC(=O)Cc1cccc(Oc2ccc(B3OC(C)(C)C(C)(C)O3)cc2CN2C(=O)OC(c3ccccc3)C2C)c1. The product is CCOC(=O)Cc1cccc(Oc2ccc(-c3c(C)noc3C)cc2CN2C(=O)OC(c3ccccc3)C2C)c1. RXN SMILES: [Br:43][c:44]1[c:45]([CH3:50])[n:46][o:47][c:48]1[CH3:49].[CH2:1]([CH3:2])[O:3][C:4]([CH2:5][c:6]1[cH:7][c:8]([O:12][c:13]2[c:14]([CH2:28][N:29]3[C:30](=[O:41])[O:31][CH:32]([c:35]4[cH:36][cH:37][cH:38][cH:39][cH:40]4)[CH:33]3[CH3:34])[cH:15][c:16]([B:19]3[O:20][C:21]([CH3:22])([CH3:23])[C:24]([CH3:25])([CH3:26])[O:27]3)[cH:17][cH:18]2)[cH:9][cH:10][cH:11]1)=[O:42]>>[CH2:1]([CH3:2])[O:3][C:4]([CH2:5][c:6]1[cH:7][c:8]([O:12][c:13]2[c:14]([CH2:28][N:29]3[C:30](=[O:41])[O:31][CH:32]([c:35]4[cH:36][cH:37][cH:38][cH:39][cH:40]4)[CH:33]3[CH3:34])[cH:15][c:16](-[c:44]3[c:45]([CH3:50])[n:46][o:47][c:48]3[CH3:49])[cH:17][cH:18]2)[cH:9][cH:10][cH:11]1)=[O:42]. Starting materials: Nc1c(CCO)cccc1C(O)c1ccc(Br)cc1, c1ccccc1. Yields the product Nc1c(CCO)cccc1C(=O)c1ccc(Br)cc1. Reaction SMILES: [NH2:1][c:2]1[c:3]([CH2:17][CH2:18][OH:19])[cH:4][cH:5][cH:6][c:7]1[CH:8]([OH:9])[c:10]1[cH:11][cH:12][c:13]([Br:16])[cH:14][cH:15]1.[cH:20]1[cH:21][cH:22][cH:23][cH:24][cH:25]1>>[NH2:1][c:2]1[c:3]([CH2:17][CH2:18][OH:19])[cH:4][cH:5][cH:6][c:7]1[C:8](=[O:9])[c:10]1[cH:11][cH:12][c:13]([Br:16])[cH:14][cH:15]1.